describe an organic reaction: reactants, conditions, products, and yield From a dataset of the Open Reaction Database (ORD), a public repository of structured organic reaction records. Starting materials: C(C(C)C)NC1=C(CO)C=CC=C1 (2-(isobutylamino)benzyl alcohol), Cl (hydrochloric acid). Reaction conditions: temperature 100 celsius, time 30 minute. Product: Cl.C(C(C)C)NC1=C(CCl)C=CC=C1 (2-(isobutylamino)benzyl chloride hydrochloride). Yield: 68.0%. RXN SMILES: [CH2:1]([NH:5][C:6]1[CH:13]=[CH:12][CH:11]=[CH:10][C:7]=1[CH2:8]O)[CH:2]([CH3:4])[CH3:3].[ClH:14]>>[ClH:14].[CH2:1]([NH:5][C:6]1[CH:13]=[CH:12][CH:11]=[CH:10][C:7]=1[CH2:8][Cl:14])[CH:2]([CH3:4])[CH3:3] |f:2.3|. Procedure details: In 190 ml of conc. hydrochloric acid was dissolved 19.1 g of 2-(isobutylamino)benzyl alcohol, and the solution was heated in a sealed tube at 100° C. for 40 min. The reaction mixture was stirred for 30 min. under chilling with ice and the precipitated crystals were collected by filtration. The collected crystals were washed successively with hydrochloric acid and acetone and dried to give 16.9 g (yield: 68%) of 2-(isobutylamino)benzyl chloride hydrochloride as a white crystalline product. Starting materials: CCOc1cc(C(C)(C)C)ncc1C1=NC(C)(c2ccc(Cl)cc2)C(C)(c2ccc(Cl)cc2)N1C(=O)Cl, NCC1C(O)C(O)CN1CCO. Yields the product CCOc1cc(C(C)(C)C)ncc1C1=NC(C)(c2ccc(Cl)cc2)C(C)(c2ccc(Cl)cc2)N1C(=O)NCC1C(O)C(O)CN1CCO. Reaction SMILES: [C:1]([CH3:2])([CH3:3])([CH3:4])[c:5]1[cH:6][c:7]([O:35][CH2:36][CH3:37])[c:8]([C:11]2=[N:15][C:14]([CH3:16])([c:17]3[cH:18][cH:19][c:20]([Cl:23])[cH:21][cH:22]3)[C:13]([CH3:24])([c:25]3[cH:26][cH:27][c:28]([Cl:31])[cH:29][cH:30]3)[N:12]2[C:32](=[O:33])[Cl:34])[cH:9][n:10]1.[NH2:38][CH2:39][CH:40]1[N:41]([CH2:47][CH2:48][OH:49])[CH2:42][CH:43]([OH:46])[CH:44]1[OH:45]>>[C:1]([CH3:2])([CH3:3])([CH3:4])[c:5]1[cH:6][c:7]([O:35][CH2:36][CH3:37])[c:8]([C:11]2=[N:15][C:14]([CH3:16])([c:17]3[cH:18][cH:19][c:20]([Cl:23])[cH:21][cH:22]3)[C:13]([CH3:24])([c:25]3[cH:26][cH:27][c:28]([Cl:31])[cH:29][cH:30]3)[N:12]2[C:32](=[O:33])[NH:38][CH2:39][CH:40]2[N:41]([CH2:47][CH2:48][OH:49])[CH2:42][CH:43]([OH:46])[CH:44]2[OH:45])[cH:9][n:10]1. Yields the product CC1=NC=2N(C(NC(C2N1)=O)=O)CC(C)C (3,7-dihydro-8-methyl-3-(2-methylpropyl)-1H-purine-2,6-dione). The solvent is C(C)(=O)O (acetic acid). Procedure: 10 g of 5,6-diamino-1-(2-methylpropyl)-2,4-(1H,3H)-pyrimidine dione was refluxed in 50 ml of acetic acid for 1 hour. 30 ml of chloroform was added and ether was then added slowly. The received crystals were filtered off. Yield 10.8 g. The amide was refluxed in 30 ml of 2N NaOH for 1 hour and then neutralized with 5N HCl. The crystals were filtered off and recrystallized from 50 ml of acetic acid. Yield 3.3 g. NMR (see Table I). Reaction SMILES: [NH2:1][C:2]1[C:3](=[O:14])[NH:4][C:5](=[O:13])[N:6]([CH2:9][CH:10]([CH3:12])[CH3:11])[C:7]=1[NH2:8].C(Cl)(Cl)Cl.[CH3:19][CH2:20]OCC>C(O)(=O)C>[CH3:19][C:20]1[NH:1][C:2]2[C:3](=[O:14])[NH:4][C:5](=[O:13])[N:6]([CH2:9][CH:10]([CH3:11])[CH3:12])[C:7]=2[N:8]=1. Starting materials: C(Cl)(Cl)Cl (chloroform), NC=1C(NC(N(C1N)CC(C)C)=O)=O (5,6-diamino-1-(2-methylpropyl)-2,4-(1H,3H)-pyrimidine dione), CCOCC (ether). The reactants are CN1CCCNC1=O, [Cu]I, Cc1cc([N+](=O)[O-])ccc1I, [K+], [K+], [K+], NCCN, C1COCCO1, O=P([O-])([O-])[O-]. Product: Cc1cc([N+](=O)[O-])ccc1N1CCCN(C)C1=O. As a reaction SMILES: [CH3:20][N:21]1[C:22](=[O:27])[NH:23][CH2:24][CH2:25][CH2:26]1.[Cu:38][I:39].[I:9][c:10]1[c:11]([CH3:19])[cH:12][c:13]([N+:16](=[O:17])[O-:18])[cH:14][cH:15]1.[K+:6].[K+:7].[K+:8].[NH2:28][CH2:29][CH2:30][NH2:31].[O:32]1[CH2:33][CH2:34][O:35][CH2:36][CH2:37]1.[P:1]([O-:2])([O-:3])([O-:4])=[O:5]>>[c:10]1([N:23]2[C:22](=[O:27])[N:21]([CH3:20])[CH2:26][CH2:25][CH2:24]2)[c:11]([CH3:19])[cH:12][c:13]([N+:16](=[O:17])[O-:18])[cH:14][cH:15]1. Run in C(C)O (ethanol), CO (methanol). As a reaction SMILES: [CH3:1][CH:2]([N:4]([CH2:8][CH2:9][N:10]1C(=O)C2C(=CC=CC=2)C1=O)[CH:5]([CH3:7])[CH3:6])[CH3:3].O.NN.C1(N)C(F)=C(F)C(F)=C(N)C=1F.[ClH:36].Cl>C(O)C.CO>[ClH:36].[ClH:36].[CH3:1][CH:2]([N:4]([CH:5]([CH3:7])[CH3:6])[CH2:8][CH2:9][NH2:10])[CH3:3] |f:1.2,3.4.5,8.9.10|. The reactants are C1(=C(C(=C(C(=C1F)F)F)N)F)N.Cl.Cl (dihydrochloride), 2-[, CC(C)N(C(C)C)CCN1C(C2=CC=CC=C2C1=O)=O (2-[[N,N-bis(1-methylethyl)amino]ethyl]-2H-isoindole-1,3-dione), O.NN (hydrazine hydrate). Run at time 8 hour. Yields the product Cl.Cl.CC(C)N(CCN)C(C)C (N,N-bis(1-Methylethyl)-1,2-ethanediamine, dihydrochloride). Procedure details: A solution of 40.54 g (0.148 mole) of 2-[2-[[N,N-bis(1-methylethyl)amino]ethyl]-2H-isoindole-1,3-dione and hydrazine hydrate (85%, 11.8 g, 0.2 mole) in 400 ml of 95% ethanol was heated at reflux for 5 hours. The reaction mixture was allowed to cool to room temperature while standing overnight. A white solid formed. The reaction mixture was concentrated almost to dryness on the rotary evaporator. The residue was dissolved in chloroform and extracted with 10% sodium hydroxide. After removing chlor...